From a dataset of the Open Reaction Database (ORD), a public repository of structured organic reaction records. describe an organic reaction: reactants, conditions, products, and yield Starting materials: OCCBr, CC(C)(C)[Si](Cl)(c1ccccc1)c1ccccc1, CN(C)C=O, [Cl-], [Na+], Oc1cccc(-c2cn3cc(I)ccc3n2)c1, c1c[nH]cn1. Product: CC(C)(C)[Si](OCCBr)(c1ccccc1)c1ccccc1. RXN SMILES: [Br:18][CH2:19][CH2:20][OH:21].[C:27]([CH3:28])([CH3:29])([CH3:30])[Si:31]([Cl:32])([c:33]1[cH:34][cH:35][cH:36][cH:37][cH:38]1)[c:39]1[cH:40][cH:41][cH:42][cH:43][cH:44]1.[CH3:47][N:48]([CH3:49])[CH:50]=[O:51].[Cl-:46].[Na+:45].[OH:1][c:2]1[cH:3][c:4](-[c:5]2[n:6][c:7]3[cH:8][cH:9][c:10]([I:11])[cH:12][n:13]3[cH:14]2)[cH:15][cH:16][cH:17]1.[nH:22]1[cH:23][cH:24][n:25][cH:26]1>>[Br:18][CH2:19][CH2:20][O:21][Si:31]([C:27]([CH3:28])([CH3:29])[CH3:30])([c:33]1[cH:34][cH:35][cH:36][cH:37][cH:38]1)[c:39]1[cH:40][cH:41][cH:42][cH:43][cH:44]1. As a reaction SMILES: C[N:2](C)/[CH:3]=[CH:4]/[C:5]([C:7]1[C:12](=[O:13])[CH:11]=[CH:10][N:9]([C:14]2[CH:19]=[CH:18][CH:17]=[C:16]([O:20][C:21]([F:24])([F:23])[F:22])[CH:15]=2)[N:8]=1)=O.[NH:26]([C:28]1[CH:33]=[CH:32][C:31]([S:34]([NH2:37])(=[O:36])=[O:35])=[CH:30][CH:29]=1)N>>[O:13]=[C:12]1[CH:11]=[CH:10][N:9]([C:14]2[CH:19]=[CH:18][CH:17]=[C:16]([O:20][C:21]([F:24])([F:23])[F:22])[CH:15]=2)[N:8]=[C:7]1[C:5]1[N:26]([C:28]2[CH:33]=[CH:32][C:31]([S:34]([NH2:37])(=[O:35])=[O:36])=[CH:30][CH:29]=2)[N:2]=[CH:3][CH:4]=1. Yields the product O=C1C(=NN(C=C1)C1=CC(=CC=C1)OC(F)(F)F)C1=CC=NN1C1=CC=C(C=C1)S(=O)(=O)N (4-{5-[4-Oxo-1-(3-trifluoromethoxy-phenyl)-1,4-dihydro-pyridazin-3-yl]-pyrazol-1-yl}-benzenesulfonamide). Reactants: CN(/C=C/C(=O)C1=NN(C=CC1=O)C1=CC(=CC=C1)OC(F)(F)F)C (3-((E)-3-Dimethylamino-acryloyl)-1-(3-trifluoromethoxy-phenyl)-1H-pyridazin-4-one), N(N)C1=CC=C(C=C1)S(=O)(=O)N (4-hydrazino-benzenesulfonamide). Procedure: Reaction of 3-((E)-3-Dimethylamino-acryloyl)-1-(3-trifluoromethoxy-phenyl)-1H-pyridazin-4-one (A-6) and 4-hydrazino-benzenesulfonamide according to example 43 gave the desired product. MS: M=478.0 (M+H)+ Reactants: OCC1CCCCC(N1)=O (7-hydroxymethyl-azepan-2-on), OCC1CCCCC(N1)=O (7-hydroxymethyl-azepan-2-on), CC(=O)OI1(C2=CC=CC=C2C(=O)O1)(OC(=O)C)OC(=O)C (triacetoxy periodinane). The solvent is ClCCl (dichloromethane). Reaction conditions: time 3 hour. Product: O=C1CCCCC(N1)C=O (7-Oxo-azepane-2-carbaldehyde). Isolated yield 36.8%. Reaction SMILES: [OH:1][CH2:2][CH:3]1[NH:9][C:8](=[O:10])[CH2:7][CH2:6][CH2:5][CH2:4]1.CC(OI1(OC(C)=O)(OC(C)=O)OC(=O)C2C1=CC=CC=2)=O>ClCCl>[O:10]=[C:8]1[NH:9][CH:3]([CH:2]=[O:1])[CH2:4][CH2:5][CH2:6][CH2:7]1. Reported procedure: 750 mg of 7-hydroxymethyl-azepan-2-on (compound F1) are dissolved in 85 ml of dichloromethane under an atmosphere of dry nitrogen. Subsequently, 2.22 g of triacetoxy periodinane (Dess-Martin reagent) are added at room temperature and stirring is continued for further 3 hours. Thereafter, the suspension is evaporated to dryness to yield 2.65 g of crude material. The crude product is purified by chromatography (eluent gradient: cyclohexane/50-100 vol. % ethyl acetate) to afford 272 mg of the title... Reactants: ClC=1C=C(C=CC1)N(C(=N)C=1OC2=C(C1O)C=CC=C2N)OC2OCCCC2 (N-(3-chloro-phenyl)-hydroxy-7-amino-N-(tetrahydro-pyran-2-yloxy)-benzofuran-2-carboxamidine), CO (methanol). Product: NC1=CC=CC=2C=C(OC21)C(=NO)NC2=CC(=CC=C2)Cl (7-amino-N-(3-chloro-phenyl)-N′-hydroxy-benzofuran-2-carboxamidine). Isolated yield 62.0%. Reaction SMILES: [Cl:1][C:2]1[CH:3]=[C:4]([N:8](OC2CCCCO2)[C:9]([C:11]2[O:12][C:13]3[C:20]([NH2:21])=[CH:19][CH:18]=[CH:17][C:14]=3[C:15]=2O)=[NH:10])[CH:5]=[CH:6][CH:7]=1.C[OH:30]>>[NH2:21][C:20]1[C:13]2[O:12][C:11]([C:9]([NH:8][C:4]3[CH:5]=[CH:6][CH:7]=[C:2]([Cl:1])[CH:3]=3)=[N:10][OH:30])=[CH:15][C:14]=2[CH:17]=[CH:18][CH:19]=1. Reported procedure: To a methanol solution of 32 mg of N-(3-chloro-phenyl)-hydroxy-7-amino-N-(tetrahydro-pyran-2-yloxy)-benzofuran-2-carboxamidine was 200 mg of acidic Dowex resin. The resulted solution was stirred at reflux temperature for 1 h. The reaction mixture was filtered and concentrated under vacuum. The crude product was purified using a chromatotron and eluting with 5–10% methanol/dichloromethane to give 18 mg of 7-amino-N-(3-chloro-phenyl)-N′-hydroxy-benzofuran-2-carboxamidine in 62% yield.